Dataset: the Open Reaction Database (ORD), a public repository of structured organic reaction records. Task: describe an organic reaction: reactants, conditions, products, and yield Reactants: C(CCC)OCCOC1=CC=C(C=C1)C=1C=CC2=C(C=C(CCN2CC2(OCCO2)C)C(=O)NC2=CC=C(C=C2)CN(C2CCOCC2)C)C1 (7-[4-(2-butoxyethoxy)phenyl]-1-[(2-methyl-1,3-dioxolan-2-yl)methyl]-N-[4-[[N-methyl-N-(tetrahydropyran-4-yl)amino]methyl]phenyl]-2,3-dihydro-1H-1-benzazepine-4-carboxamide), O.O.O.O.O.O.O.[Cl-].[Ce+3].[Cl-].[Cl-] (cerium chloride heptahydrate), [I-].[Na+] (sodium iodide), C(C)#N (acetonitrile). The solvent is O (Water). Conditions: temperature 60 celsius, time 5 day. Yields the product C(CCC)OCCOC1=CC=C(C=C1)C=1C=CC2=C(C=C(CCN2CC(C)=O)C(=O)NC2=CC=C(C=C2)CN(C2CCOCC2)C)C1 (7-[4-(2-butoxyethoxy)phenyl]-1-(2-oxopropyl)-N-[4-[[N-methyl-N-(tetrahydropyran-4-yl)amino]methyl]phenyl]-2,3-dihydro-1H-1-benzazepine-4-carboxamide). Yield: 55.6%. As a reaction SMILES: [CH2:1]([O:5][CH2:6][CH2:7][O:8][C:9]1[CH:14]=[CH:13][C:12]([C:15]2[CH:16]=[CH:17][C:18]3[N:24]([CH2:25][C:26]4([CH3:31])OCC[O:27]4)[CH2:23][CH2:22][C:21]([C:32]([NH:34][C:35]4[CH:40]=[CH:39][C:38]([CH2:41][N:42]([CH3:49])[CH:43]5[CH2:48][CH2:47][O:46][CH2:45][CH2:44]5)=[CH:37][CH:36]=4)=[O:33])=[CH:20][C:19]=3[CH:50]=2)=[CH:11][CH:10]=1)[CH2:2][CH2:3][CH3:4].O.O.O.O.O.O.O.[Cl-].[Ce+3].[Cl-].[Cl-].[I-].[Na+].C(#N)C>O>[CH2:1]([O:5][CH2:6][CH2:7][O:8][C:9]1[CH:10]=[CH:11][C:12]([C:15]2[CH:16]=[CH:17][C:18]3[N:24]([CH2:25][C:26](=[O:27])[CH3:31])[CH2:23][CH2:22][C:21]([C:32]([NH:34][C:35]4[CH:36]=[CH:37][C:38]([CH2:41][N:42]([CH3:49])[CH:43]5[CH2:48][CH2:47][O:46][CH2:45][CH2:44]5)=[CH:39][CH:40]=4)=[O:33])=[CH:20][C:19]=3[CH:50]=2)=[CH:13][CH:14]=1)[CH2:2][CH2:3][CH3:4] |f:1.2.3.4.5.6.7.8.9.10.11,12.13|. Reported procedure: A mixture of 7-[4-(2-butoxyethoxy)phenyl]-1-[(2-methyl-1,3-dioxolan-2-yl)methyl]-N-[4-[[N-methyl-N-(tetrahydropyran-4-yl)amino]methyl]phenyl]-2,3-dihydro-1H-1-benzazepine-4-carboxamide (100 mg), cerium chloride heptahydrate (300 mg), sodium iodide (19 mg) and acetonitrile (5 ml) was stirred at 60° C. for 5 days. Water was added to the reaction system, and the mixture was extracted with ethyl acetate. The organic layer was washed with saturated brine and dried with magnesium sulfate. After concen... The reactants are solution, C1COC(C2=CC=C(C=C2)Br)O1 (4-bromobenzaldehyde ethylene acetal), acetal, Mg, [Cl-].[NH4+] (ammonium chloride), [Cl-].[Li+] (lithium chloride), ClC=C(C)Cl (1,2-dichloropropene), II (I2). Reagents/catalysts: [Cu]Cl (copper (I) chloride). The solvent is C1CCOC1 (THF), C1CCOC1 (THF), C1CCOC1 (THF). Conditions: time 1 hour. Product: ClC(CC1=CC=C(C=O)C=C1)=C (4(2-chloroallyl)benzaldehyde). As a reaction SMILES: II.C1[O:14][CH:6]([C:7]2[CH:12]=[CH:11][C:10](Br)=[CH:9][CH:8]=2)OC1.[Cl-].[Li+].Cl[CH:18]=[C:19]([Cl:21])[CH3:20].[Cl-].[NH4+]>C1COCC1.[Cu]Cl>[Cl:21][C:19](=[CH2:18])[CH2:20][C:10]1[CH:9]=[CH:8][C:7]([CH:6]=[O:14])=[CH:12][CH:11]=1 |f:2.3,5.6|. Procedure: Dry Mg (0.58 g) under dry N2 in a flask is covered with THF (5 ml) and a crystal of I2 added. 5 ml of a solution of 4-bromobenzaldehyde ethylene acetal (5.0 g) in THF (25 ml) is added and kept until it becomes warm, when it is cooled to 15°, and the remainder of the acetal added over 15 min. then stirred for an additional 1 hour. A mixture of ground lithium chloride (0.35 g) and copper (I) chloride (0.70 g) dissolved in THF is prepared, treated with 1,2-dichloropropene (CH2Cl.CCl=CH2) (4.5 g) an... Starting materials: CCOCC, COC(=O)c1cccc(C(=O)Cl)c1, ClCCl, NNC(=O)OCc1ccccc1, O, c1ccncc1. Product: COC(=O)c1cccc(C(=O)NNC(=O)OCc2ccccc2)c1. RXN SMILES: [CH3:27][CH2:28][O:29][CH2:30][CH3:31].[Cl:1][C:2](=[O:3])[c:4]1[cH:5][c:6]([C:7](=[O:8])[O:9][CH3:10])[cH:11][cH:12][cH:13]1.[Cl:32][CH2:33][Cl:34].[NH:14]([NH2:15])[C:16](=[O:17])[O:18][CH2:19][c:20]1[cH:21][cH:22][cH:23][cH:24][cH:25]1.[OH2:26].[cH:35]1[cH:36][cH:37][n:38][cH:39][cH:40]1>>[C:2](=[O:3])([c:4]1[cH:5][c:6]([C:7](=[O:8])[O:9][CH3:10])[cH:11][cH:12][cH:13]1)[NH:15][NH:14][C:16](=[O:17])[O:18][CH2:19][c:20]1[cH:21][cH:22][cH:23][cH:24][cH:25]1. The reactants are Cl[O-].[Na+] (sodium hypochlorite), FC(C1=CC2=C(NC(=N2)SCC2=NC=CC(=C2)OC)C=C1)(F)F (5-trifluoromethyl-2-[(4-methoxy-2-pyridylmethyl)thio]-(1H)-benzimidazole). Run in C(C)(=O)OCC (ethyl acetate). Reaction conditions: time 2 minute. The product is FC(C1=CC2=C(NC(=N2)S(=O)CC2=NC=CC(=C2)OC)C=C1)(F)F (5-Trifluoromethyl-2-[(4-methoxy-2-pyridylmethyl)sulfinyl]-(1H)-benzimidazole). Reaction SMILES: Cl[O-:2].[Na+].[F:4][C:5]([F:26])([F:25])[C:6]1[CH:24]=[CH:23][C:9]2[NH:10][C:11]([S:13][CH2:14][C:15]3[CH:20]=[C:19]([O:21][CH3:22])[CH:18]=[CH:17][N:16]=3)=[N:12][C:8]=2[CH:7]=1>C(OCC)(=O)C>[F:26][C:5]([F:4])([F:25])[C:6]1[CH:24]=[CH:23][C:9]2[NH:10][C:11]([S:13]([CH2:14][C:15]3[CH:20]=[C:19]([O:21][CH3:22])[CH:18]=[CH:17][N:16]=3)=[O:2])=[N:12][C:8]=2[CH:7]=1 |f:0.1|. Reported procedure: 600 ml of a 1.5% strength aqueous sodium hypochlorite solution are added within 3 minutes at 10° C. with vigorous stirring to a solution of 16.2 g (0.048 mole) of 5-trifluoromethyl-2-[(4-methoxy-2-pyridylmethyl)thio]-(1H)-benzimidazole in 960 ml of ethyl acetate. The mixture is then stirred for a further 2 minutes. The organic phase is separated off and is washed with 100 ml of distilled water. The aqueous phase is adjusted to pH 7-8 by addition of glacial acetic acid and is then extracted three... The reactants are ClC1=CC=C(C=C1)NC(NCC(C(=O)OCC)C1=CC=CC=C1)=O (ethyl 3-(N′-(4-chlorophenyl)ureido)-2-phenylpropanoate), [OH-].[Na+] (sodium hydroxide), C1CCOC1 (THF). Solvent: C(C)O (ethanol). Product: ClC1=CC=C(C=C1)NC(NCC(C(=O)O)C1=CC=CC=C1)=O (3-(N′-(4-chlorophenyl)ureido)-2-phenylpropanoic acid). The yield is 101.5%. Reaction SMILES: [Cl:1][C:2]1[CH:7]=[CH:6][C:5]([NH:8][C:9](=[O:24])[NH:10][CH2:11][CH:12]([C:18]2[CH:23]=[CH:22][CH:21]=[CH:20][CH:19]=2)[C:13]([O:15]CC)=[O:14])=[CH:4][CH:3]=1.[OH-].[Na+].C1COCC1>C(O)C>[Cl:1][C:2]1[CH:3]=[CH:4][C:5]([NH:8][C:9](=[O:24])[NH:10][CH2:11][CH:12]([C:18]2[CH:19]=[CH:20][CH:21]=[CH:22][CH:23]=2)[C:13]([OH:15])=[O:14])=[CH:6][CH:7]=1 |f:1.2|. Procedure: A solution of ethyl 3-(N′-(4-chlorophenyl)ureido)-2-phenylpropanoate (1.5 g) obtained in Example 4a) and 1 N sodium hydroxide (10 ml) in ethanol (20 ml)-THF (20 ml) was mixed at room temperature for 15 hours, and then the reaction solution was concentrated under reduced pressure. The solution was acidified by adding 1 N hydrochloric acid to the concentrated solution, and then extracted with ethyl acetate. The extract was washed with saturated brine and dried over anhydrous sodium sulfate. The so... Reactants: N1=CC=CC=C1 (Pyridine), [NH4+].[Cl-] (NH4Cl), FC1=C(C=CC=C1)[C@@]1(CO[C@@H]([C@H]1CO)C(F)(F)F)NC(=S)NC(C1=CC=CC=C1)=O (N-((3S,4R,5S)-3-(2-fluorophenyl)-4-(hydroxymethyl)-5-(trifluoromethyl)-tetrahydrofuran-3-ylcarbamothioyl)benzamide), FC(S(=O)(=O)OS(=O)(=O)C(F)(F)F)(F)F (trifluoromethanesulfonic anhydride). The solvent is O (water), C(Cl)Cl (CH2Cl2), C(Cl)Cl (CH2Cl2). Run at temperature -20 celsius, time 30 minute. Product: FC1=C(C=CC=C1)[C@@]12N=C(SC[C@@H]1[C@H](OC2)C(F)(F)F)NC(C2=CC=CC=C2)=O (N-((4aS,5S,7aS)-7a-(2-fluorophenyl)-5-(trifluoromethyl)-4a,5,7,7a-tetrahydro-4H-furo[3,4-d][1,3]thiazin-2-yl)benzamide). Isolated yield 100.9%. Reaction SMILES: [F:1][C:2]1[CH:7]=[CH:6][CH:5]=[CH:4][C:3]=1[C@@:8]1([NH:19][C:20]([NH:22][C:23](=[O:30])[C:24]2[CH:29]=[CH:28][CH:27]=[CH:26][CH:25]=2)=[S:21])[C@H:12]([CH2:13]O)[C@@H:11]([C:15]([F:18])([F:17])[F:16])[O:10][CH2:9]1.N1C=CC=CC=1.FC(F)(F)S(OS(C(F)(F)F)(=O)=O)(=O)=O.[NH4+].[Cl-]>C(Cl)Cl.O>[F:1][C:2]1[CH:7]=[CH:6][CH:5]=[CH:4][C:3]=1[C@:8]12[CH2:9][O:10][C@H:11]([C:15]([F:16])([F:17])[F:18])[C@H:12]1[CH2:13][S:21][C:20]([NH:22][C:23](=[O:30])[C:24]1[CH:29]=[CH:28][CH:27]=[CH:26][CH:25]=1)=[N:19]2 |f:3.4|. Procedure details: A solution of N-((3S,4R,5S)-3-(2-fluorophenyl)-4-(hydroxymethyl)-5-(trifluoromethyl)-tetrahydrofuran-3-ylcarbamothioyl)benzamide (258.3 g, 583.8 mmol) in CH2Cl2 (1.55 L) was cooled to −19.4° C. Pyridine (118 mL, 1.46 mol) was added while maintaining temperature at −20° C., and then the reaction mixture was cooled to −24° C. In another nitrogen purged vessel, CH2Cl2 (258 mL) was added followed by trifluoromethanesulfonic anhydride (108.0 mL, 642.2 mmol). The resulting solution was added to the re... Reactants: C[O-], CO, CS(=O)(=O)c1cc(-c2ccc(C(F)(F)F)cn2)n2ncnc2n1, [Na+], O. The product is COc1cc(-c2ccc(C(F)(F)F)cn2)n2ncnc2n1. As a reaction SMILES: [CH3:1][O-:2].[CH3:4][OH:5].[CH3:6][S:7](=[O:8])(=[O:9])[c:10]1[n:11][c:12]2[n:13]([c:14](-[c:16]3[n:17][cH:18][c:19]([C:22]([F:23])([F:24])[F:25])[cH:20][cH:21]3)[cH:15]1)[n:26][cH:27][n:28]2.[Na+:3].[OH2:29]>>[CH3:1][O:2][c:10]1[n:11][c:12]2[n:13]([c:14](-[c:16]3[n:17][cH:18][c:19]([C:22]([F:23])([F:24])[F:25])[cH:20][cH:21]3)[cH:15]1)[n:26][cH:27][n:28]2.